Dataset: the Open Reaction Database (ORD), a public repository of structured organic reaction records. Task: describe an organic reaction: reactants, conditions, products, and yield The reactants are COC(COC1=C2CCCC2=C(C=C1)S)=O ((7-Mercapto-indan-4-yloxy)-acetic acid methyl ester), ClC1=C(C=C(C=C1)Cl)COC1=CC=C(C=C1)CCl (1,4-Dichloro-2-(4-chloromethyl-phenoxymethyl)-benzene), ClC1=C(C=C(C=C1)Cl)CCl (1,4-dichloro-2-chloromethyl-benzene), OCC1=CC=C(C=C1)O (4-hydroxymethyl-phenol), ClCC1(CC=C(C=C1)OCC1=CC=CC=C1)C(F)(F)F (4-Chloromethyl-(4-trifluoromethyl-benzyloxy-benzene)). Yields the product ClC1=C(COC2=CC=C(CSC=3C=CC(=C4CCCC34)OCC(=O)O)C=C2)C=C(C=C1)Cl ({7-[4-(2,5-Dichloro-benzyloxy)-benzylsulfanyl]-indan-4-yloxy}-acetic acid). RXN SMILES: C[O:2][C:3](=[O:16])[CH2:4][O:5][C:6]1[CH:14]=[CH:13][C:12]([SH:15])=[C:11]2[C:7]=1[CH2:8][CH2:9][CH2:10]2.[Cl:17][C:18]1[CH:23]=[CH:22][C:21]([Cl:24])=[CH:20][C:19]=1[CH2:25][O:26][C:27]1[CH:32]=[CH:31][C:30]([CH2:33]Cl)=[CH:29][CH:28]=1.ClC1C=CC(Cl)=CC=1CCl.OCC1C=CC(O)=CC=1.ClCC1(C(F)(F)F)C=CC(OCC2C=CC=CC=2)=CC1>>[Cl:17][C:18]1[CH:23]=[CH:22][C:21]([Cl:24])=[CH:20][C:19]=1[CH2:25][O:26][C:27]1[CH:28]=[CH:29][C:30]([CH2:33][S:15][C:12]2[CH:13]=[CH:14][C:6]([O:5][CH2:4][C:3]([OH:2])=[O:16])=[C:7]3[C:11]=2[CH2:10][CH2:9][CH2:8]3)=[CH:31][CH:32]=1. Procedure details: The title compound was prepared in the manner analogous to Example 1F using 12C and 1,4-Dichloro-2-(4-chloromethyl-phenoxymethyl)-benzene prepared from 1,4-dichloro-2-chloromethyl-benzene and 4-hydroxymethyl-phenol in the manner analagous to Examples 14A and 14B. MS m/z 265 (M−237). Starting materials: C(C)(C)(C)C=1C=CC(=C(C1)CC#N)OC ((5-tert-butyl-2-methoxyphenyl)acetonitrile), ClCCCI (1-Chloro-3-iodopropane), C(CCC)[Li] (n-butyllithium), C[Si]([N-][Si](C)(C)C)(C)C.[Li+] (lithium hexamethyldisilazide), [Cl-].[NH4+] (ammonium chloride), C(CCC)[Li] (n-butyllithium), C(C)(C)NC(C)C (N,N-diisopropylamine), C(C)(C)(C)C=1C=CC(=C(C1)CC#N)OC ((5-tert-butyl-2-methoxyphenyl)acetonitrile), C(C)(C)[N-]C(C)C.[Li+] (lithium diisopropylamide), C(C)(C)NC(C)C (N,N-diisopropylamine). The solvent is CCCCCC (hexane), O (water), C(C)(=O)OCC (ethyl acetate), O1CCCC1 (tetrahydrofuran), CCCCCC (hexane), C1CCOC1 (THF), C1CCOC1 (THF). Run at temperature -78 celsius, time 10 minute. Yields the product C(C)(C)(C)C=1C=CC(=C(C1)C(C#N)CCCCl)OC (2-(5-tert-butyl-2-methoxyphenyl)-5-chloropentanenitrile). RXN SMILES: C([Li])CCC.C(NC(C)C)(C)C.[C:13]([C:17]1[CH:18]=[CH:19][C:20]([O:26][CH3:27])=[C:21]([CH2:23][C:24]#[N:25])[CH:22]=1)([CH3:16])([CH3:15])[CH3:14].[Cl:28][CH2:29][CH2:30][CH2:31]I.C[Si](C)(C)[N-][Si](C)(C)C.[Li+].C([N-]C(C)C)(C)C.[Li+].[Cl-].[NH4+]>CCCCCC.C1COCC1.O.C(OCC)(=O)C>[C:13]([C:17]1[CH:18]=[CH:19][C:20]([O:26][CH3:27])=[C:21]([CH:23]([CH2:31][CH2:30][CH2:29][Cl:28])[C:24]#[N:25])[CH:22]=1)([CH3:16])([CH3:14])[CH3:15] |f:4.5,6.7,8.9|. Reported procedure: A solution of n-butyllithium in hexane (2.69 M, 3.0 mL) was added to a solution of N,N-diisopropylamine (1.2 mL) in THF (15 mL) under ice-cooling, and the mixture was stirred at the same temperature for 10 minutes. The solution was cooled to −78° C. and a solution of (5-tert-butyl-2-methoxyphenyl)acetonitrile (1.5 g) in THF (6.5 mL) was added dropwise. The solution was stirred at −30° C. for 25 minutes and then cooled again to −78° C. 1-Chloro-3-iodopropane (1.2 mL) was added dropwise to the sol... The reactants are ClC1=CC=C(C=C1)C1=NC=2C(=NC=CC2)N1CC(=O)N(C)C1=CC=C(C=C1)N(C)C (2-(4-chlorophenyl)-N-[4-(dimethylamino)phenyl]-N-methyl-3H-imidazo[4,5-b]pyridine-3-acetamide), [Cl-] (chloride), C(C)(C)OC(C)C (Isopropyl ether). Solvent: C(C)(C)O (isopropyl alcohol), C(C)(C)O (isopropyl alcohol). Yields the product O.Cl.ClC1=CC=C(C=C1)C1=NC=2C(=NC=CC2)N1CC(=O)N(C)C1=CC=C(C=C1)N(C)C (2-(4-Chlorophenyl)-N-[4-(dimethylamino)phenyl]-N-methyl-3H-imidazo[4,5-b]pyridine-3-acetamide hydrochloride hydrate). Yield: 118.6%. As a reaction SMILES: [Cl:1][C:2]1[CH:7]=[CH:6][C:5]([C:8]2[N:16]([CH2:17][C:18]([N:20]([C:22]3[CH:27]=[CH:26][C:25]([N:28]([CH3:30])[CH3:29])=[CH:24][CH:23]=3)[CH3:21])=[O:19])[C:11]3=[N:12][CH:13]=[CH:14][CH:15]=[C:10]3[N:9]=2)=[CH:4][CH:3]=1.[Cl-].C(OC(C)C)(C)C>C(O)(C)C>[OH2:19].[ClH:1].[Cl:1][C:2]1[CH:7]=[CH:6][C:5]([C:8]2[N:16]([CH2:17][C:18]([N:20]([C:22]3[CH:23]=[CH:24][C:25]([N:28]([CH3:30])[CH3:29])=[CH:26][CH:27]=3)[CH3:21])=[O:19])[C:11]3=[N:12][CH:13]=[CH:14][CH:15]=[C:10]3[N:9]=2)=[CH:4][CH:3]=1 |f:4.5.6|. Procedure: A solution of 2-(4-chlorophenyl)-N-[4-(dimethylamino)phenyl]-N-methyl-3H-imidazo[4,5-b]pyridine-3-acetamide (5.6 g, 0.0133 mole) in hot isopropyl alcohol was acidified with hdyrogen chloride in isopropyl alcohol. Isopropyl ether was added to precipitate a solid. The solid was collected by filtration, rinsed with isopropyl ether, and dried under high vacuum to give 3.74 g (52%) of title compound, mp 120°-132° C. (shrinks), 150°-155° C. (melts). Starting materials: IC1=C2C=CC(=NC2=CC=C1)Cl (5-iodo-2-chloroquinoline), COC1=CC=C2CCC(C2=C1)N (6-methoxyindan-1-ylamine), CS(=O)(=O)C=1C=C(CN)C=CC1 (3-(methylsulfonyl)benzylamine). Reported procedure: The title compound, MS: m/e=474.1 (M+H+), was prepared in accordance with the general method of example 6 from 5-iodo-2-chloroquinoline, 6-methoxyindan-1-ylamine (CAS 103028-81-5) and 3-(methylsulfonyl)benzylamine. Product: CS(=O)(=O)C=1C=C(CNC=2C=3C=CC(=NC3C=CC2)NC2CCC3=CC=C(C=C23)OC)C=CC1 (rac-N5-(3-Methanesulfonyl-benzyl)-N2-(6-methoxy-indan-1-yl)-quinoline-2,5-diamine). Reaction SMILES: I[C:2]1[CH:11]=[CH:10][CH:9]=[C:8]2[C:3]=1[CH:4]=[CH:5][C:6](Cl)=[N:7]2.[CH3:13][O:14][C:15]1[CH:23]=[C:22]2[C:18]([CH2:19][CH2:20][CH:21]2[NH2:24])=[CH:17][CH:16]=1.[CH3:25][S:26]([C:29]1[CH:30]=[C:31]([CH:34]=[CH:35][CH:36]=1)[CH2:32][NH2:33])(=[O:28])=[O:27]>>[CH3:25][S:26]([C:29]1[CH:30]=[C:31]([CH:34]=[CH:35][CH:36]=1)[CH2:32][NH:33][C:2]1[C:3]2[CH:4]=[CH:5][C:6]([NH:24][CH:21]3[C:22]4[C:18](=[CH:17][CH:16]=[C:15]([O:14][CH3:13])[CH:23]=4)[CH2:19][CH2:20]3)=[N:7][C:8]=2[CH:9]=[CH:10][CH:11]=1)(=[O:27])=[O:28]. Starting materials: C(C=C)N1C=C(C=2N=CN=C(C21)Cl)C(C(F)(F)F)(O)C=2C=C1C=NN(C1=CC2)C2=CC=C(C=C2)F (1-(5-allyl-4-chloro-5H-pyrrolo[3,2-d]pyrimidin-7-yl)-2,2,2-trifluoro-1-[1-(4-fluorophenyl)-1H-indazol-5-yl]ethanol), FC(C(=O)O)(F)F (trifluoroacetic acid), C([O-])(O)=O.[Na+] (sodium bicarbonate). The solvent is O1CCOCC1 (dioxane), O (water), O (water). Conditions: temperature 80 celsius. The product is C(C=C)N1C=C(C=2N=CNC(C21)=O)C(C(F)(F)F)(O)C=2C=C1C=NN(C1=CC2)C2=CC=C(C=C2)F (5-Allyl-7-{2,2,2-trifluoro-1-[1-(4-fluorophenyl)-1H-indazol-5-yl]-1-hydroxyethyl}-3,5-dihydropyrrolo[3,2-d]pyrimidin-4-one). The yield is 53.0%. As a reaction SMILES: [CH2:1]([N:4]1[C:12]2[C:11](Cl)=[N:10][CH:9]=[N:8][C:7]=2[C:6]([C:14]([C:20]2[CH:21]=[C:22]3[C:26](=[CH:27][CH:28]=2)[N:25]([C:29]2[CH:34]=[CH:33][C:32]([F:35])=[CH:31][CH:30]=2)[N:24]=[CH:23]3)([OH:19])[C:15]([F:18])([F:17])[F:16])=[CH:5]1)[CH:2]=[CH2:3].FC(F)(F)C(O)=[O:39].C(=O)(O)[O-].[Na+]>O1CCOCC1.O>[CH2:1]([N:4]1[C:12]2[C:11](=[O:39])[NH:10][CH:9]=[N:8][C:7]=2[C:6]([C:14]([C:20]2[CH:21]=[C:22]3[C:26](=[CH:27][CH:28]=2)[N:25]([C:29]2[CH:34]=[CH:33][C:32]([F:35])=[CH:31][CH:30]=2)[N:24]=[CH:23]3)([OH:19])[C:15]([F:18])([F:17])[F:16])=[CH:5]1)[CH:2]=[CH2:3] |f:2.3|. Reported procedure: To a solution of 1-(5-allyl-4-chloro-5H-pyrrolo[3,2-d]pyrimidin-7-yl)-2,2,2-trifluoro-1-[1-(4-fluorophenyl)-1H-indazol-5-yl]ethanol (250 mg, 0.5 mmol) in 3 mL of dioxane was added 2 mL of water followed by 2 mL of trifluoroacetic acid. The mixture was warmed at 80° C. for 1.5 hours, cooled to room temperature and made basic with saturated sodium bicarbonate, diluted with water, and extracted with EtOAc. The combined organic layers were dried, filtered, and evaporated. The residue was purified by... Reactants: FC1=C(C=CC(=C1)F)N(C(=O)C1=CC=2COC=3C=CC(=CC3C2S1)C(=O)O)C (2-((2,4-difluorophenyl)(methyl)carbamoyl)-4H-thieno[3,2-c]chromene-8-carboxylic acid), O[C@@H]1CNCCC1 ((S)-3-hydroxypiperidine). Yields the product FC1=C(C=CC(=C1)F)N(C(=O)C1=CC=2COC=3C=CC(=CC3C2S1)C(=O)N1C[C@H](CCC1)O)C ((S)—N-(2,4-difluorophenyl)-8-(3-hydroxypiperidine-1-carbonyl)-N-methyl-4H-thieno[3,2-c]chromene-2-carboxamide). RXN SMILES: [F:1][C:2]1[CH:7]=[C:6]([F:8])[CH:5]=[CH:4][C:3]=1[N:9]([CH3:28])[C:10]([C:12]1[S:24][C:23]2[C:22]3[CH:21]=[C:20]([C:25](O)=[O:26])[CH:19]=[CH:18][C:17]=3[O:16][CH2:15][C:14]=2[CH:13]=1)=[O:11].[OH:29][C@H:30]1[CH2:35][CH2:34][CH2:33][NH:32][CH2:31]1>>[F:1][C:2]1[CH:7]=[C:6]([F:8])[CH:5]=[CH:4][C:3]=1[N:9]([CH3:28])[C:10]([C:12]1[S:24][C:23]2[C:22]3[CH:21]=[C:20]([C:25]([N:32]4[CH2:33][CH2:34][CH2:35][C@H:30]([OH:29])[CH2:31]4)=[O:26])[CH:19]=[CH:18][C:17]=3[O:16][CH2:15][C:14]=2[CH:13]=1)=[O:11]. Procedure details: Following the procedure of Example 15 and General Procedure C, 2-((2,4-difluorophenyl)(methyl)carbamoyl)-4H-thieno[3,2-c]chromene-8-carboxylic acid and (S)-3-hydroxypiperidine were coupled to give 110bp. LCMS (ESI) m/z: 485.0